Dataset: the Open Reaction Database (ORD), a public repository of structured organic reaction records. Task: describe an organic reaction: reactants, conditions, products, and yield Reactants: S(=O)(=O)(C(F)(F)F)OCC(=O)OC (TfO-CH2COOMe), OCC(=O)OCCCCCC (HO—CH2COOnHex). The product is S(=O)(=O)(C(F)(F)F)OCC(=O)OCCCCCC (TfO-CH2COOnHex). RXN SMILES: [S:1]([O:8][CH2:9][C:10]([O:12][CH3:13])=[O:11])([C:4]([F:7])([F:6])[F:5])(=[O:3])=[O:2].OCC(O[CH2:19][CH2:20][CH2:21][CH2:22][CH2:23]C)=O>>[S:1]([O:8][CH2:9][C:10]([O:12][CH2:13][CH2:19][CH2:20][CH2:21][CH2:22][CH3:23])=[O:11])([C:4]([F:6])([F:7])[F:5])(=[O:3])=[O:2]. Reported procedure: Prepared in the same way as described for TfO-CH2COOMe starting with HO—CH2COOnHex. Starting materials: COc1ccc(-c2ccc3cc(OC)c(OC)cc3c2)c([N+](=O)[O-])c1, CCOC(C)=O. The product is COc1ccc(-c2ccc3cc(OC)c(OC)cc3c2)c(N)c1. As a reaction SMILES: [CH3:1][O:2][c:3]1[cH:4][c:5]([N+:23]([O-:24])=[O:25])[c:6](-[c:9]2[cH:10][c:11]3[cH:12][c:13]([O:21][CH3:22])[c:14]([O:19][CH3:20])[cH:15][c:16]3[cH:17][cH:18]2)[cH:7][cH:8]1.[CH3:26][CH2:27][O:28][C:29](=[O:30])[CH3:31]>>[CH3:1][O:2][c:3]1[cH:4][c:5]([NH2:23])[c:6](-[c:9]2[cH:10][c:11]3[cH:12][c:13]([O:21][CH3:22])[c:14]([O:19][CH3:20])[cH:15][c:16]3[cH:17][cH:18]2)[cH:7][cH:8]1. The reactants are ClC(Cl)Cl, C#CCC1C(=O)C=CC1O. Product: C#CCC1C(=O)C=CC1=O. RXN SMILES: [CH:11]([Cl:12])([Cl:13])[Cl:14].[OH:1][CH:2]1[CH:3]=[CH:4][C:5](=[O:10])[CH:6]1[CH2:7][C:8]#[CH:9]>>[O:1]=[C:2]1[CH:3]=[CH:4][C:5](=[O:10])[CH:6]1[CH2:7][C:8]#[CH:9]. Starting materials: BrBr (Bromine), C(C)OC=1C=C(C=CC1)C(F)(F)F (3-ethoxybenzotrifluoride), O (Water). The solvent is CCOCC (ether). Run at time 1 hour. Yields the product BrC1=C(C=C(C=C1)OCC)C(F)(F)F (2-bromo-5-ethoxybenzotrifluoride). Yield: 76.9%. Reaction SMILES: [Br:1]Br.[CH2:3]([O:5][C:6]1[CH:7]=[C:8]([C:12]([F:15])([F:14])[F:13])[CH:9]=[CH:10][CH:11]=1)[CH3:4].O>CCOCC>[Br:1][C:9]1[CH:10]=[CH:11][C:6]([O:5][CH2:3][CH3:4])=[CH:7][C:8]=1[C:12]([F:13])([F:14])[F:15]. Procedure: Bromine (18.2 g) was slowly added dropwise to Compound (b) (19.3 g) at room temperature, and then the mixture was stirred at room temperature for 1 hour. Water and ether were added for liquid separation, and the aqueous layer was extracted three times with ether. The organic layers were combined, washed with saturated aqueous sodium bicarbonate and water, and then dried over anhydrous magnesium sulfate. The solvent was distilled off under reduced pressure to obtain 21.0 g of Compound (c). Starting materials: C(C)(C)(C)OC(C(=O)OC)C1=C(C2=C(C(N1C)=O)N(C=C2)CC2=CC(=C(C=C2)Cl)F)C2=CC=C(C=C2)C (methyl 2-(tert-butoxy)-2-(1-(4-chloro-3-fluorobenzyl)-6-methyl-7-oxo-4-(p-tolyl)-6,7-dihydro-1H-pyrrolo[2,3-c]pyridin-5-yl)acetate), [Li+].[OH-] (LiOH). The solvent is CO (Methanol), O1CCCC1 (Tetrahydrofuran). Run at temperature 60 celsius, time 2.5 hour. Yields the product C(C)(C)(C)OC(C(=O)O)C1=C(C2=C(C(N1C)=O)N(C=C2)CC2=CC(=C(C=C2)Cl)F)C2=CC=C(C=C2)C (2-(tert-butoxy)-2-(1-(4-chloro-3-fluorobenzyl)-6-methyl-7-oxo-4-(p-tolyl)-6,7-dihydro-1H-pyrrolo[2,3-c]pyridin-5-yl)acetic acid). Isolated yield 40.9%. RXN SMILES: [C:1]([O:5][CH:6]([C:11]1[N:16]([CH3:17])[C:15](=[O:18])[C:14]2[N:19]([CH2:22][C:23]3[CH:28]=[CH:27][C:26]([Cl:29])=[C:25]([F:30])[CH:24]=3)[CH:20]=[CH:21][C:13]=2[C:12]=1[C:31]1[CH:36]=[CH:35][C:34]([CH3:37])=[CH:33][CH:32]=1)[C:7]([O:9]C)=[O:8])([CH3:4])([CH3:3])[CH3:2].[Li+].[OH-]>CO.O1CCCC1>[C:1]([O:5][CH:6]([C:11]1[N:16]([CH3:17])[C:15](=[O:18])[C:14]2[N:19]([CH2:22][C:23]3[CH:28]=[CH:27][C:26]([Cl:29])=[C:25]([F:30])[CH:24]=3)[CH:20]=[CH:21][C:13]=2[C:12]=1[C:31]1[CH:32]=[CH:33][C:34]([CH3:37])=[CH:35][CH:36]=1)[C:7]([OH:9])=[O:8])([CH3:4])([CH3:3])[CH3:2] |f:1.2|. Procedure details: An ice cold solution of methyl 2-(tert-butoxy)-2-(6-methyl-7-oxo-4-(p-tolyl)-6,7-dihydro-1H-pyrrolo[2,3-c]pyridin-5-yl)acetate (21 mg, 0.055 mmol) in N,N-Dimethylformamide (DMF) (500 μl) was treated with K2CO3 (37.9 mg, 0.275 mmol), DIEA (47.9 μl, 0.275 mmol), and 4-chloro-3-fluorobenzyl bromide (61.4 mg, 0.275 mmol), stirred at rt for 1 hr, and then heated to 70° C. for 18 hours. The reaction was diluted with water, extracted with EtOAc, washed with Brine, dried with Na2SO4, filtered, and conce... Reactants: [BH4-].[Na+] (Sodium borohydride), CO (methanol), NC1=NC=C(C2=C1C(=CS2)C2=CC(=C(C=C2)NC(=O)C=2N(C1=CC=CC=C1C2)C)OC)C2=CC=C(C=C2)C=O (N-{4-[4-amino-7-(4-formylphenyl)thieno[3,2-c]pyridin-3-yl]-2-methoxyphenyl}-1-methyl-1H-indole-2-carboxamide). Run in C([O-])([O-])=O.[Na+].[Na+] (sodium carbonate), CN(C=O)C (N,N-dimethylformamide). Reaction conditions: time 16 hour. Product: NC1=NC=C(C2=C1C(=CS2)C2=CC(=C(C=C2)NC(=O)C=2N(C1=CC=CC=C1C2)C)OC)C2=CC=C(C=C2)CO (N-(4-{4-amino-7-[4-(hydroxymethyl)phenyl]thieno[3,2-c]pyridin-3-yl}-2-methoxyphenyl)-1-methyl-1H-indole-2-carboxamide). The yield is 35.7%. RXN SMILES: [NH2:1][C:2]1[C:7]2[C:8]([C:11]3[CH:16]=[CH:15][C:14]([NH:17][C:18]([C:20]4[N:21]([CH3:29])[C:22]5[C:27]([CH:28]=4)=[CH:26][CH:25]=[CH:24][CH:23]=5)=[O:19])=[C:13]([O:30][CH3:31])[CH:12]=3)=[CH:9][S:10][C:6]=2[C:5]([C:32]2[CH:37]=[CH:36][C:35]([CH:38]=[O:39])=[CH:34][CH:33]=2)=[CH:4][N:3]=1.[BH4-].[Na+].CO>CN(C)C=O.C(=O)([O-])[O-].[Na+].[Na+]>[NH2:1][C:2]1[C:7]2[C:8]([C:11]3[CH:16]=[CH:15][C:14]([NH:17][C:18]([C:20]4[N:21]([CH3:29])[C:22]5[C:27]([CH:28]=4)=[CH:26][CH:25]=[CH:24][CH:23]=5)=[O:19])=[C:13]([O:30][CH3:31])[CH:12]=3)=[CH:9][S:10][C:6]=2[C:5]([C:32]2[CH:33]=[CH:34][C:35]([CH2:38][OH:39])=[CH:36][CH:37]=2)=[CH:4][N:3]=1 |f:1.2,5.6.7|. Procedure: N-{4-[4-amino-7-(4-formylphenyl)thieno[3,2-c]pyridin-3-yl]-2-methoxyphenyl}-1-methyl-1H-indole-2-carboxamide (Example 2, 0.030 g, 0.056 mmol) was dissolved in N,N-dimethylformamide (0.5 mL). Sodium borohydride (0.006 g, 0.167 mmol) and methanol (0.5 mL) were added, and the reaction mixture was stirred at ambient temperature for 16 h. The mixture was diluted with aqueous sodium carbonate (1 M, 10 mL) and the product was extracted with methanol/dichloromethane (1:33, 3×20 mL). The organic fraction... Starting materials: BrCC(=O)C=1C=CC(=C(C=O)C1)O (5-(Bromoacetyl)-2-hydroxybenzaldehyde), CC(C)(N)C (1,1-dimethylethanamine). Procedure: 5-(Bromoacetyl)-2-hydroxybenzaldehyde (109 g) is suspended in 2-propanol (920 ml) and cooled to -3° C. with stirring. The reaction mixture is treated with 1,1-dimethylethanamine (29.24 g) and stirred at -3° to 0° C. for 30 minutes whereupon precipitation occurs. The reaction mixture is allowed to warm to room temperature, stirred for 90 minutes then cooled to 10° C. and filtered. The solid obtained is washed with ice cold 2-propanol (2×100 ml) and dried in vacuo at 55° C. for 18 hours providing ... Run at temperature -3 celsius. The yield is 74.7%. RXN SMILES: [Br:1][CH2:2][C:3]([C:5]1[CH:6]=[CH:7][C:8]([OH:13])=[C:9]([CH:12]=1)[CH:10]=O)=[O:4].[CH3:14][C:15]([CH3:18])([NH2:17])[CH3:16]>CC(O)C>[Br:1][CH2:2][C:3]([C:5]1[CH:6]=[CH:7][C:8]([OH:13])=[C:9]([CH:10]=[N:17][C:15]([CH3:18])([CH3:16])[CH3:14])[CH:12]=1)=[O:4]. Product: BrCC(=O)C1=CC(=C(C=C1)O)C=NC(C)(C)C (2-bromo-1-[3-[[(1,1-dimethylethyl)imino]methyl]-4-hydroxyphenyl]ethanone). The solvent is CC(C)O (2-propanol).